This data is from the Open Reaction Database (ORD), a public repository of structured organic reaction records. The task is: describe an organic reaction: reactants, conditions, products, and yield The reactants are C(C1=CC=CC=C1)N1C2CCCC(CC1)(C2)C=2C=C(C=CC2)N (3-(2-Benzyl-2-aza-bicyclo[3.3.1]non-5-yl)-phenylamine), COCCS(=O)(=O)Cl (2-methoxy-ethanesulfonyl chloride). Solvent: N1=CC=CC=C1 (pyridine), C1(=CC=CC=C1)C (toluene). Reaction conditions: time 18 hour. Yields the product C(C1=CC=CC=C1)N1C2CCCC(CC1)(C2)C=2C=C(C=CC2)NS(=O)(=O)CCOC (2-Methoxy-ethanesulfonic acid [3-(2-benzyl-2-aza-bicyclo[3.3.1]non-5-yl)-phenyl]-amide). Reaction SMILES: [CH2:1]([N:8]1[CH2:15][CH2:14][C:13]2([C:17]3[CH:18]=[C:19]([NH2:23])[CH:20]=[CH:21][CH:22]=3)[CH2:16][CH:9]1[CH2:10][CH2:11][CH2:12]2)[C:2]1[CH:7]=[CH:6][CH:5]=[CH:4][CH:3]=1.[CH3:24][O:25][CH2:26][CH2:27][S:28](Cl)(=[O:30])=[O:29]>N1C=CC=CC=1.C1(C)C=CC=CC=1>[CH2:1]([N:8]1[CH2:15][CH2:14][C:13]2([C:17]3[CH:18]=[C:19]([NH:23][S:28]([CH2:27][CH2:26][O:25][CH3:24])(=[O:30])=[O:29])[CH:20]=[CH:21][CH:22]=3)[CH2:16][CH:9]1[CH2:10][CH2:11][CH2:12]2)[C:2]1[CH:3]=[CH:4][CH:5]=[CH:6][CH:7]=1. Procedure details: 3-(2-Benzyl-2-aza-bicyclo[3.3.1]non-5-yl)-phenylamine (2.71 g, 8.84 mmol) stirred in pyridine (25 ml) at 0° C. was charged with 2-methoxy-ethanesulfonyl chloride (2.1 g, 13.26 mmol) dropwise causing a color change from yellow to bright orange. The reaction was allowed to warm to room temperature gradually and stirred 18 h. The reaction mixture was diluted with toluene and concentrated in vacuo. The residue was dissolved in CH2Cl2 and washed with saturated aqueous NaHCO3 solution (100 mL). The aq... Reactants: CN1CCN2C=3C(=CC=CC13)[C@H]1[C@@H]2CCN(C1)C(=O)[O-] ((6bR,10aS)-3-methyl-2,3,6b,9,10,10a-hexahydro-1H-pyrido-[3′,4′:4,5]-pyrrolo[1,2,3-de]quinoxaline-8-carboxylate), [OH-].[K+] (KOH), C(CCC)O (n-butanol). Reaction conditions: temperature 120 celsius. Yields the product C(C)C1CN(C=2C=CC=C3C2N1[C@@H]1[C@H]3CNCC1)C ((6bR,10aS)-ethyl-3-methyl-2,3,6b,7,8,9,10,10a-octahydro-1H-pyrido-[3′,4′:4,5]-pyrrolo[1,2,3-de]quinoxaline). As a reaction SMILES: [CH3:1][N:2]1[C:11]2[CH:10]=[CH:9][CH:8]=[C:7]3[C@@H:12]4[CH2:17][N:16](C([O-])=O)[CH2:15][CH2:14][C@@H:13]4[N:5]([C:6]=23)[CH2:4][CH2:3]1.[OH-].[K+].[CH2:23](O)[CH2:24]CC>>[CH2:23]([CH:4]1[N:5]2[C@H:13]3[CH2:14][CH2:15][NH:16][CH2:17][C@H:12]3[C:7]3[C:6]2=[C:11]([CH:10]=[CH:9][CH:8]=3)[N:2]([CH3:1])[CH2:3]1)[CH3:24] |f:1.2|. Procedure: (6bR,10aS)-3-methyl-2,3,6b,9,10,10a-hexahydro-1H-pyrido-[3′,4′:4,5]-pyrrolo[1,2,3-de]quinoxaline-8-carboxylate (ca. 18.5 g, 57 mmol), KOH (12.7 g, 226 mmol) and n-butanol are placed in a 300 ml pressure bottle and heated in an oil bath at 120° C. for 3 hours. n-butanol is removed in vacuo and 300 ml of water is added and then extracted with DCM. The DCM layers are combined and washed with brine and dried (Na2SO4). Evaporation of the solvent gives (6bR,10aS)-ethyl-3-methyl-2,3,6b,7,8,9,10,10a-oct... Reagents/catalysts: [Cu]Br (copper(I) bromide). Procedure: A 3-necked flask was charged with 3,5-dibromobenzoic acid (1.0 g, 3.6 mmol), 4 M sodium methoxide solution in methanol (1.2 mL, 4.8 mmol), N,N-dimethylformamide (1.2 mL). The mixture was heated at 110° C. and then copper(I) bromide (51 mg, 0.36 mmol) was added. The mixture was stirred at 110° C. over 4 days. After cooling, the mixture was poured into 1N aq. HCl and adjusted to low pH, extracted with CH2Cl2. The organic layer was dried over Na2SO4, concentrated to dryness. The crude product was u... Starting materials: Cl (HCl), BrC=1C=C(C(=O)O)C=C(C1)Br (3,5-dibromobenzoic acid), C[O-].[Na+] (sodium methoxide), CO (methanol). Run in CN(C=O)C (N,N-dimethylformamide). Reaction conditions: temperature 110 celsius, time 4 day. Reaction SMILES: [Br:1][C:2]1[CH:3]=[C:4]([CH:8]=[C:9](Br)[CH:10]=1)[C:5]([OH:7])=[O:6].[CH3:12][O-:13].[Na+].CO.Cl>CN(C)C=O.[Cu]Br>[Br:1][C:2]1[CH:3]=[C:4]([CH:8]=[C:9]([O:13][CH3:12])[CH:10]=1)[C:5]([OH:7])=[O:6] |f:1.2|. Yields the product BrC=1C=C(C(=O)O)C=C(C1)OC (3-Bromo-5-methoxybenzoic acid). Reactants: [OH-].[Na+] (Sodium hydroxide), O.NN (hydrazine monohydrate), BrC=1C=C(C(=C(C1)C(C)=O)O)Cl (5′-bromo-3′-chloro-2′-hydroxyacetophenone). Solvent: C(COCCOCCO)O (triethylene glycol). Conditions: temperature 160 celsius. Yields the product BrC1=CC(=C(C(=C1)CC)O)Cl (4-Bromo-2-chloro-6-ethyl-phenol). The yield is 82.8%. RXN SMILES: [OH-].[Na+].O.NN.[Br:6][C:7]1[CH:8]=[C:9]([Cl:17])[C:10]([OH:16])=[C:11]([C:13](=O)[CH3:14])[CH:12]=1>C(O)COCCOCCO>[Br:6][C:7]1[CH:12]=[C:11]([CH2:13][CH3:14])[C:10]([OH:16])=[C:9]([Cl:17])[CH:8]=1 |f:0.1,2.3|. Procedure: Sodium hydroxide (1.2 g, 30 mmol) and hydrazine monohydrate (1.75 mL, 36 mmol) were added to a solution of 5′-bromo-3′-chloro-2′-hydroxyacetophenone (3 g, 12 mmol) dissolved in triethylene glycol (15 mL). The reaction mixture was heated to 160° C. for 72 hours and then partitioned between 1N HCl and EtOAc. The organic layer was washed with saturated NaHCO3, brine, dried over Na2SO4 and concentrated. The residue was purified by flash silica gel chromatography (0% to 10% EtOAc in hexanes) to give ... The reactants are NCCC1=CC2=C(N=C(S2)OC)C=C1 (6-(2-aminoethyl)-2-methoxy-1,3-benzothiazole), Br (HBr). The product is Br.NCCC1=CC2=C(NC(S2)=O)C=C1 (6-(2-aminoethyl)-1,3-benzothiazol-2(3H)-one hydrobromide). Reaction SMILES: [NH2:1][CH2:2][CH2:3][C:4]1[CH:14]=[CH:13][C:7]2[N:8]=[C:9]([O:11]C)[S:10][C:6]=2[CH:5]=1.[BrH:15]>>[BrH:15].[NH2:1][CH2:2][CH2:3][C:4]1[CH:14]=[CH:13][C:7]2[NH:8][C:9](=[O:11])[S:10][C:6]=2[CH:5]=1 |f:2.3|. Procedure details: The resultant 6-(2-aminoethyl)-2-methoxy-1,3-benzothiazole (1.3 g) was dissolved in 48% HBr (9 ml) and the reaction mixture was stirred under reflux for 1 hour. Starting materials: COC1=C2C=CC=NC2=C(C=C1)N (5-methoxy-quinolin-8-ylamine), [N+](=O)([O-])C1=C(C=CC(=C1)C(F)(F)F)S(=O)(=O)Cl (2-nitro-4-(trifluoromethyl) benzenesulfonyl chloride), N1=CC=CC=C1 (pyridine). Run in C(Cl)Cl (DCM). The product is COC1=C2C=CC=NC2=C(C=C1)NS(=O)(=O)C1=C(C=C(C=C1)C(F)(F)F)[N+](=O)[O-] (N-(5-Methoxy-quinolin-8-yl)-2-nitro-4-trifluoromethyl-benzenesulfonamide). Isolated yield 73.1%. As a reaction SMILES: [CH3:1][O:2][C:3]1[CH:12]=[CH:11][C:10]([NH2:13])=[C:9]2[C:4]=1[CH:5]=[CH:6][CH:7]=[N:8]2.[N+:14]([C:17]1[CH:22]=[C:21]([C:23]([F:26])([F:25])[F:24])[CH:20]=[CH:19][C:18]=1[S:27](Cl)(=[O:29])=[O:28])([O-:16])=[O:15].N1C=CC=CC=1>C(Cl)Cl>[CH3:1][O:2][C:3]1[CH:12]=[CH:11][C:10]([NH:13][S:27]([C:18]2[CH:19]=[CH:20][C:21]([C:23]([F:25])([F:26])[F:24])=[CH:22][C:17]=2[N+:14]([O-:16])=[O:15])(=[O:28])=[O:29])=[C:9]2[C:4]=1[CH:5]=[CH:6][CH:7]=[N:8]2. Procedure details: In a similar fashion using route 18 general procedure 27, 5-methoxy-quinolin-8-ylamine 586 (280 mg, 1.6 mmol), 2-nitro-4-(trifluoromethyl) benzenesulfonyl chloride (600 mg, 2.0 mmol), pyridine (0.39 ml, 4.8 mmol) DMAP (cat.) and DCM (15 ml) gave the title compound (500 mg, 73%) after purification by column chromatography with DCM as the eluent. Starting materials: [H-].[Na+] (sodium hydride), C(C1=CC=CC=C1)OC(=O)NCCC(=O)OCC (ethyl 3-(benzyloxycarbonylamino)propionate), CI (methyl iodide). Run in O (water), O (water), CCCCCC (n-hexane), C(C)(=O)OCC (ethyl acetate), O1CCCC1 (tetrahydrofuran), CN(C=O)C (N,N-dimethylformamide). Run at time 30 minute. The product is C(C1=CC=CC=C1)OC(=O)N(C)CCC(=O)OCC (ethyl 3-(N-benzyloxycarbonyl-N-methylamino)propionate). RXN SMILES: [H-].[Na+].[CH2:3]([O:10][C:11]([NH:13][CH2:14][CH2:15][C:16]([O:18][CH2:19][CH3:20])=[O:17])=[O:12])[C:4]1[CH:9]=[CH:8][CH:7]=[CH:6][CH:5]=1.[CH3:21]I>O1CCCC1.CN(C)C=O.O.CCCCCC.C(OCC)(=O)C>[CH2:3]([O:10][C:11]([N:13]([CH2:14][CH2:15][C:16]([O:18][CH2:19][CH3:20])=[O:17])[CH3:21])=[O:12])[C:4]1[CH:5]=[CH:6][CH:7]=[CH:8][CH:9]=1 |f:0.1|. Procedure details: To a suspension of sodium hydride (1.92 g, 60% in Oil) in a mixture of tetrahydrofuran (200 ml) and N,N-dimethylformamide (50 ml) was added dropwise ethyl 3-(benzyloxycarbonylamino)propionate (10 g) at 30° C. under nitrogen atmosphere, which was stirred for 30 minutes. To the reaction mixture was added methyl iodide (3 ml) and stirred for additional 6 hours. To the resulting mixture was added carefully water (5 ml), which was poured into a mixture of ethyl acetate (500 ml), n-hexane (150 ml) and... Reactants: C1CCOC1, CC(C)(C)[O-], Fc1ccc2nc(Cl)c3ccnc(Cl)c3c2c1, COC(=O)c1ccc(C)c(N)c1, [Na+]. The product is COC(=O)c1ccc(C)c(Nc2nc3ccc(F)cc3c3c(Cl)nccc23)c1. Reaction SMILES: [CH2:36]1[O:37][CH2:38][CH2:39][CH2:40]1.[CH3:30][C:31]([CH3:32])([O-:33])[CH3:34].[Cl:1][c:2]1[c:3]2[c:4]3[c:5]([n:6][c:7]([Cl:12])[c:8]2[cH:9][cH:10][n:11]1)[cH:13][cH:14][c:15]([F:17])[cH:16]3.[NH2:18][c:19]1[cH:20][c:21]([C:22](=[O:23])[O:24][CH3:25])[cH:26][cH:27][c:28]1[CH3:29].[Na+:35]>>[Cl:1][c:2]1[c:3]2[c:4]3[c:5]([n:6][c:7]([NH:18][c:19]4[cH:20][c:21]([C:22](=[O:23])[O:24][CH3:25])[cH:26][cH:27][c:28]4[CH3:29])[c:8]2[cH:9][cH:10][n:11]1)[cH:13][cH:14][c:15]([F:17])[cH:16]3.